This data is from the Open Reaction Database (ORD), a public repository of structured organic reaction records. The task is: describe an organic reaction: reactants, conditions, products, and yield The reactants are [N+](=O)([O-])C1=CC(=C(C=C1)OC(F)(F)F)C(=C)C (4-nitro-2-(prop-1-en-2-yl)-1-(trifluoromethoxy)benzene), O (water). The reagents and catalysts are Cl (HCl), [Fe] (iron). Run in C1(=CC=CC=C1)C (toluene). The product is C=C(C)C=1C=C(N)C=CC1OC(F)(F)F (3-(prop-1-en-2-yl)-4-(trifluoromethoxy)aniline). Yield: 95.4%. Reaction SMILES: [N+:1]([C:4]1[CH:9]=[CH:8][C:7]([O:10][C:11]([F:14])([F:13])[F:12])=[C:6]([C:15]([CH3:17])=[CH2:16])[CH:5]=1)([O-])=O.O>C1(C)C=CC=CC=1.Cl.[Fe]>[CH2:16]=[C:15]([C:6]1[CH:5]=[C:4]([CH:9]=[CH:8][C:7]=1[O:10][C:11]([F:12])([F:14])[F:13])[NH2:1])[CH3:17]. Procedure details: To a solution of 4-nitro-2-(prop-1-en-2-yl)-1-(trifluoromethoxy)benzene (275 mg, 1.11 mmol) in toluene (9.85 mL) was added iron (1.24 g, 22.25 mmol) and concentrated HCl (3.38 μL, 0.11 mmol) (3 drops). The mixture was stirred vigorously under reflux and water (0.20 mL, 11.13 mmol) was added and the r×n was stirred at reflux for 2 hr. The crude mixture was filtered through celite and concentrated under reduced pressure. The crude was diluted with EtOAc and dried with Na2SO4, filtered and concentr... The reactants are ClC=1C(=NC=C(C1)CCl)C#N (3-chloro-5-(chloromethyl)picolinonitrile), [C-]#N.[Na+] (sodium cyanide). Run in O (water), CS(=O)C (DMSO). Run at temperature 130 celsius. Yields the product ClC=1C(=NC=C(C1)CC#N)C#N (3-chloro-5-(cyanomethyl)picolinonitrile). As a reaction SMILES: [Cl:1][C:2]1[C:3]([C:10]#[N:11])=[N:4][CH:5]=[C:6]([CH2:8]Cl)[CH:7]=1.[C-:12]#[N:13].[Na+]>CS(C)=O.O>[Cl:1][C:2]1[C:3]([C:10]#[N:11])=[N:4][CH:5]=[C:6]([CH2:8][C:12]#[N:13])[CH:7]=1 |f:1.2|. Procedure: To a solution of 3-chloro-5-(chloromethyl)picolinonitrile (from the previous step) in DMSO (0.2 M) was added sodium cyanide (1.25 eq). The reaction mixture was heated at 130° C. under microwave irradiation. The reaction mixture taken up in water and EtOAc, and extracted with EtOAc. Organic phases were dried over anhydrous Na2SO4, and concentrated. Flash chromatography (silica gel, 20-50% EtOAc in hexanes) of the crude afforded 3-chloro-5-(cyanomethyl)picolinonitrile. Starting materials: C=CC1=CC=CC=C1 (styrene), tertiary dodecyl mercaptan, S(=O)(=O)([O-])OOS(=O)(=O)[O-].[NH4+].[NH4+] (ammonium persulfate), C(C=C)(=O)OCCCC (n-butyl acrylate), C(C=C)(=O)O (acrylic acid). The solvent is O (water). The product is C=CC1=CC=CC=C1.CCCCC(CC)COC(=O)C=C.CCCCOC(=O)C=C (Styrene acrylic copolymer Resin). As a reaction SMILES: [CH2:1]=[CH:2][C:3]1[CH:8]=[CH:7][CH:6]=[CH:5][CH:4]=1.[C:9]([O:13][CH2:14][CH2:15][CH2:16][CH3:17])(=[O:12])[CH:10]=[CH2:11].C(O)(=O)C=C.S(OOS([O-])(=O)=O)([O-])(=O)=O.[NH4+].[NH4+]>O>[CH2:1]=[CH:2][C:3]1[CH:8]=[CH:7][CH:6]=[CH:5][CH:4]=1.[CH3:5][CH2:6][CH2:7][CH2:8][CH:3]([CH2:4][O:13][C:9]([CH:10]=[CH2:11])=[O:12])[CH2:2][CH3:1].[CH3:17][CH2:16][CH2:15][CH2:14][O:13][C:9]([CH:10]=[CH2:11])=[O:12] |f:3.4.5,7.8.9|. Procedure details: 85.0 Parts of styrene, 13.0 parts of n-butyl acrylate, 2.0 parts of acrylic acid, 1.5 parts of tertiary dodecyl mercaptan as a chain transfer agent, and 0.5 part of an emulsifying agent (“LATEMUL PS”, made by Kao Corporation as were added, 0.8 part of ammonium persulfate as a polymerization initiator and 200 parts of deionized water were added to perform emulsion polymerization at 60° C., whereby Styrene-acrylic copolymer Resin dispersion liquid C was obtained. The obtained resin had a weight-av... Reactants: C(C)(C)(C)OC(=O)N1C(CCC1)C(NCC1=CC2=C(OCO2)C=C1)=O (2-[(Benzo[1,3]dioxol-5-ylmethyl)-carbamoyl]-pyrrolidine-1-carboxylic acid tert-butyl ester). Run in C(Cl)Cl.C(=O)(C(F)(F)F)O (DCM TFA). Conditions: time 3 hour. Product: O1COC2=C1C=CC(=C2)CNC(=O)C2NCCC2 (pyrrolidine-2-carboxylic acid (benzo[1,3]dioxol-5-ylmethyl)-amide). Yield: 42.8%. As a reaction SMILES: C(OC([N:8]1[CH2:12][CH2:11][CH2:10][CH:9]1[C:13](=[O:25])[NH:14][CH2:15][C:16]1[CH:24]=[CH:23][C:19]2[O:20][CH2:21][O:22][C:18]=2[CH:17]=1)=O)(C)(C)C>C(Cl)Cl.C(O)(C(F)(F)F)=O>[O:20]1[C:19]2[CH:23]=[CH:24][C:16]([CH2:15][NH:14][C:13]([CH:9]3[CH2:10][CH2:11][CH2:12][NH:8]3)=[O:25])=[CH:17][C:18]=2[O:22][CH2:21]1 |f:1.2|. Reported procedure: 2-[(Benzo[1,3]dioxol-5-ylmethyl)-carbamoyl]-pyrrolidine-1-carboxylic acid tert-butyl ester (278 mg, 0.80 mmol) was dissolved in DCM:TFA (1:1, 6 mL) and stirred at room temperature for 3 hours. After this period, the solution was concentrated down under vacuum. The crude material was diluted in DCM (50 mL) and washed with 1M NaOH (aq) (50 mL) to afford the crude residue. The crude product was purified by Flash chromatography (0-10% methanol/DCM gradient) to afford 85.1 mg (43%) of pyrrolidine-2-c... Starting materials: CO, O=C(O)c1cc(I)cc(I)c1. The product is COC(=O)c1cc(I)cc(I)c1. Reaction SMILES: [CH3:12][OH:13].[I:1][c:2]1[cH:3][c:4]([C:5](=[O:6])[OH:7])[cH:8][c:9]([I:11])[cH:10]1>>[I:1][c:2]1[cH:3][c:4]([C:5](=[O:6])[O:7][CH3:12])[cH:8][c:9]([I:11])[cH:10]1. Starting materials: ClC1=C2C=CNC2=CC=C1OCC1=CC=CC=C1 (4-chloro-5-benzyloxyindole), [OH-].[Na+] (sodium hydroxide), C(C)(=O)Cl (Acetyl chloride), CN(C)CN(C)C (bis-dimethylamino-methane). Run in ClCCl (dichloromethane), ClCCl (dichloromethane). Conditions: time 5 minute. Yields the product CN(C)CC1=CNC2=CC=C(C(=C12)Cl)OCC1=CC=CC=C1 (3- dimethylaminomethyl-4-chloro-5-benzyloxyindole). Yield: 50.6%. RXN SMILES: C(Cl)(=O)C.CN([CH2:8][N:9]([CH3:11])[CH3:10])C.[Cl:12][C:13]1[C:21]([O:22][CH2:23][C:24]2[CH:29]=[CH:28][CH:27]=[CH:26][CH:25]=2)=[CH:20][CH:19]=[C:18]2[C:14]=1[CH:15]=[CH:16][NH:17]2.[OH-].[Na+]>ClCCl>[CH3:11][N:9]([CH2:8][C:15]1[C:14]2[C:18](=[CH:19][CH:20]=[C:21]([O:22][CH2:23][C:24]3[CH:25]=[CH:26][CH:27]=[CH:28][CH:29]=3)[C:13]=2[Cl:12])[NH:17][CH:16]=1)[CH3:10] |f:3.4|. Procedure details: Acetyl chloride (6.42 g, 81.7 mmol) was added dropwise to a stirred solution of bis-dimethylamino-methane (BDAM) (8.34 g, 81.7 mmol) in dry dichloromethane (100 ml), while cooling in an ice bath. After 5 minutes, a solution of 4-chloro-5-benzyloxyindole (15.6 g, 60.7 mmol) in dichloromethane (100 ml) was added, dropwise, followed by addition of 10% aqueous sodium hydroxide (300 ml) after a further 10 minutes. The mixture was extracted with dichloromethane, and the extracts dried (Na2SO4) and str...